From a dataset of the Open Reaction Database (ORD), a public repository of structured organic reaction records. describe an organic reaction: reactants, conditions, products, and yield Starting materials: ClC=1C=C(C=CC1Cl)C=CC(C)=O (1-(3,4-dichlorophenyl)but-1-en-3-one), C1(CC(CCC1)=O)=O (1,3-cyclohexanedione), C(C)(=O)[O-].[NH4+] (ammonium acetate). Run in C(C)O (ethanol). Product: ClC=1C=C(C=CC1Cl)C1C=C(NC=2CCCC(C12)=O)C (4-(3,4-Dichlorophenyl)-2-methyl-4,6,7,8-tetrahydro-5(1H)-quinolone). The yield is 36.3%. As a reaction SMILES: [Cl:1][C:2]1[CH:3]=[C:4]([CH:9]=[CH:10][C:11](=O)[CH3:12])[CH:5]=[CH:6][C:7]=1[Cl:8].[C:14]1(=[O:21])[CH2:19][CH2:18][CH2:17][C:16](=O)[CH2:15]1.C([O-])(=O)C.[NH4+:26]>C(O)C>[Cl:1][C:2]1[CH:3]=[C:4]([CH:9]2[C:15]3[C:14](=[O:21])[CH2:19][CH2:18][CH2:17][C:16]=3[NH:26][C:11]([CH3:12])=[CH:10]2)[CH:5]=[CH:6][C:7]=1[Cl:8] |f:2.3|. Reported procedure: A mixture of 1-(3,4-dichlorophenyl)but-1-en-3-one (5.0 g), 1,3-cyclohexanedione (2.71 g), ammonium acetate (2.70 g) and ethanol (75 mL) was heated at reflux for ten hours. The reaction was worked up as described in Example 8, and recrystallization from ethyl acetate-hexane yielded the title compound (2.6 g) as an off-white solid, mp 199°-201° C.; NMR: 1.74 (s,3, CH3), 1.84-1.88 (m,2, CH2), 2.14-2.19 (m,2, CH2), 2.41-2.46 (m,2, CH2), 4.42 (d,1, J=4.7, CH), 4.59 (d,1, J=4.7, CH), 7.12 (dd,1, J=8.3... The reactants are COC(=O)C(N)Cc1c[nH]c2ccccc12, COc1ccc(C=O)cc1O. Product: COC(=O)C1Cc2c([nH]c3ccccc23)C(c2ccc(OC)c(O)c2)N1. As a reaction SMILES: [CH3:1][O:2][C:3]([CH:4]([NH2:5])[CH2:6][c:7]1[cH:8][nH:9][c:10]2[cH:11][cH:12][cH:13][cH:14][c:15]12)=[O:16].[OH:17][c:18]1[cH:19][c:20]([CH:21]=[O:22])[cH:23][cH:24][c:25]1[O:26][CH3:27]>>[CH3:1][O:2][C:3]([CH:4]1[NH:5][CH:21]([c:20]2[cH:19][c:18]([OH:17])[c:25]([O:26][CH3:27])[cH:24][cH:23]2)[c:8]2[c:7]([c:15]3[c:10]([nH:9]2)[cH:11][cH:12][cH:13][cH:14]3)[CH2:6]1)=[O:16]. Reactants: NC=1NC(C2=C(N1)CC(C2)C)=O (2-Amino-6-methyl-3,5,6,7-tetrahydro-4H-cyclopenta[d]pyrimidin-4-one), [O-]CC.[Na+] (sodium ethoxide), C(#N)C(C(=O)OCC)CC(OCC)OCC (ethyl α-cyano-γ,γ-diethoxybutyrate). Conditions: time 0.5 hour. Yields the product CC1=NC(=C2C(N1)=NC=C2)O (2-Methyl-4-hydroxypyrrolo[2,3-d]pyrimidine). RXN SMILES: N[C:2]1[NH:3][C:4](=O)[C:5]2CC(C)[CH2:8][C:6]=2[N:7]=1.[O-:13][CH2:14][CH3:15].[Na+].C(C(CC(OCC)OCC)C(OCC)=O)#[N:18]>>[CH3:8][C:6]1[NH:7][C:2]2=[N:3][CH:4]=[CH:5][C:15]2=[C:14]([OH:13])[N:18]=1 |f:1.2|. Procedure: Acetamidine hydrochloride (2, 0.05 mol, 4.7 g) was added to the 0.1 M sodium ethoxide solution (75 ml) and kept stirring under room temperature for 0.5 h. After removing the formed sodium chloride by filtration, the filtrate was added the ethyl α-cyano-γ,γ-diethoxybutyrate (1, 0.05 mol, 11.5 g) and the solution was heated under reflux for 5 h. After the removal of most solvent under vacuum, acetic acid was added to adjust the pH to 7.0 and 10.8 g precipitation as white powder. Ethanol (110 ml) w... Starting materials: NCC1=CC=C(CO)C=C1 (4-aminomethylbenzyl alcohol), N1=C(C=CC=C1)C(=O)O (picolinic acid), ON1N=NC2=C1C=CC=C2 (1-hydroxybenzotriazole), C(C)(C)N(C(C)C)CC (N,N-diisopropylethylamine), Cl.CN(CCCN=C=NCC)C (1-(3-dimethylaminopropyl)-3-ethyl carbodiimide HCl). Solvent: CN(C)C=O (DMF). Run at time 8 hour. Product: OCC1=CC=C(CNC(=O)C2=NC=CC=C2)C=C1 (pyridine-2-carboxylic acid-4-hydroxymethyl-benzylamide). Isolated yield 94.8%. RXN SMILES: [NH2:1][CH2:2][C:3]1[CH:10]=[CH:9][C:6]([CH2:7][OH:8])=[CH:5][CH:4]=1.[N:11]1[CH:16]=[CH:15][CH:14]=[CH:13][C:12]=1[C:17](O)=[O:18].ON1C2C=CC=CC=2N=N1.C(N(CC)C(C)C)(C)C.Cl.CN(C)CCCN=C=NCC>CN(C=O)C>[OH:8][CH2:7][C:6]1[CH:9]=[CH:10][C:3]([CH2:2][NH:1][C:17]([C:12]2[CH:13]=[CH:14][CH:15]=[CH:16][N:11]=2)=[O:18])=[CH:4][CH:5]=1 |f:4.5|. Procedure details: Using General Procedure F: To a stirred solution of 4-aminomethylbenzyl alcohol (203 mg, 1.48 mmol) in DMF (3 mL) was added picolinic acid (198 mg, 1.61 mmol), 1-hydroxybenzotriazole (213 mg, 1.58 mmol), N,N-diisopropylethylamine (0.39 mL, 2.24 mmol) and 1-(3-dimethylaminopropyl)-3-ethyl carbodiimide HCl (EDC) (315 mg, 1.64 mmol) and the mixture stirred overnight at room temperature. Standard work-up afforded the title compound (340 mg, 95%) as a yellow oil. 1H NMR (300 MHz, CDCl3) δ 4.67 (d, 2H... RXN SMILES: [C:1]1([C:7]([C:15]2[CH:20]=[CH:19][CH:18]=[CH:17][CH:16]=2)([CH:9]2[CH2:14][CH2:13][NH:12][CH2:11][CH2:10]2)[OH:8])[CH:6]=[CH:5][CH:4]=[CH:3][CH:2]=1.Cl[CH2:22][CH2:23][CH:24]1[O:28][C:27](=[O:29])[N:26]([CH3:30])[CH2:25]1.[C:31]([OH:36])(=[O:35])[C:32]([OH:34])=[O:33]>>[C:31]([OH:36])(=[O:35])[C:32]([OH:34])=[O:33].[C:1]1([C:7]([C:15]2[CH:20]=[CH:19][CH:18]=[CH:17][CH:16]=2)([OH:8])[CH:9]2[CH2:14][CH2:13][N:12]([CH2:22][CH2:23][CH:24]3[O:28][C:27](=[O:29])[N:26]([CH3:30])[CH2:25]3)[CH2:11][CH2:10]2)[CH:2]=[CH:3][CH:4]=[CH:5][CH:6]=1 |f:3.4|. Procedure: Following the procedure of Example 1, α,α-diphenyl-4-piperidinemethanol and 5-(2-chloroethyl)-3-methyl-2-oxazolidinone are reacted and the product thereof is reacted with oxalic acid to give the title compound. Yields the product C(C(=O)O)(=O)O.C1(=CC=CC=C1)C(C1CCN(CC1)CCC1CN(C(O1)=O)C)(O)C1=CC=CC=C1 (5-[2-[4-[Bis(phenyl)hydroxymethyl]-1-piperidinyl]ethyl]-3-methyl-2-oxazolidinone oxalate). Reactants: C1(=CC=CC=C1)C(O)(C1CCNCC1)C1=CC=CC=C1 (α,α-diphenyl-4-piperidinemethanol), ClCCC1CN(C(O1)=O)C (5-(2-chloroethyl)-3-methyl-2-oxazolidinone), C(C(=O)O)(=O)O (oxalic acid). Reactants: [N+](=O)([O-])NC1=NC=C(C(N1)=O)CC=1C=NC(=C(C1)C)C (2-nitroamino-5-(5,6-dimethyl-3-pyridylmethyl)-4-pyrimidone), N(C(=N)N)C=1SC=C(N1)CSCCN (2-(2-Guanidino-4-thiazolylmethylthio)ethylamine). Run in N1=CC=CC=C1 (pyridine). The product is N(C(=N)N)C=1SC=C(N1)CSCCNC1=NC=C(C(N1)=O)CC=1C=NC(=C(C1)C)C (2-[2-(2-guanidino-4-thiazolylmethylthio)ethylamino]-5-(5,6-dimethyl-3-pyridylmethyl)-4-pyrimidone). Reaction SMILES: [NH:1]([C:5]1[S:6][CH:7]=[C:8]([CH2:10][S:11][CH2:12][CH2:13][NH2:14])[N:9]=1)[C:2]([NH2:4])=[NH:3].[N+](N[C:19]1[NH:24][C:23](=[O:25])[C:22]([CH2:26][C:27]2[CH:28]=[N:29][C:30]([CH3:34])=[C:31]([CH3:33])[CH:32]=2)=[CH:21][N:20]=1)([O-])=O>N1C=CC=CC=1>[NH:1]([C:5]1[S:6][CH:7]=[C:8]([CH2:10][S:11][CH2:12][CH2:13][NH:14][C:19]2[NH:24][C:23](=[O:25])[C:22]([CH2:26][C:27]3[CH:28]=[N:29][C:30]([CH3:34])=[C:31]([CH3:33])[CH:32]=3)=[CH:21][N:20]=2)[N:9]=1)[C:2]([NH2:4])=[NH:3]. Reported procedure: 2-(2-Guanidino-4-thiazolylmethylthio)ethylamine is heated under reflux in pyridine for 12 hours with 1.5 molar equivalents of 2-nitroamino-5-(5,6-dimethyl-3-pyridylmethyl)-4-pyrimidone to give 2-[2-(2-guanidino-4-thiazolylmethylthio)ethylamino]-5-(5,6-dimethyl-3-pyridylmethyl)-4-pyrimidone. Yields the product C(C1=CC=CC=C1)OC=1C=C2C(=CC(=NC2=CC1)C)Cl (6-Benzyloxy-4-chloro-2-methyl-quinoline). Procedure details: 6-Benzyloxy-4-hydroxy-2-methylquinoline (2.6 g; see step (ii) above) in phosphorus oxychloride (40 mL) was heated at reflux for 3.5 hours. The mixture was then added carefully to ice/water and solid sodium carbonate added until the solution reached pH 8.0. The mixture was extracted with ethyl acetate, washed with water, dried (MgSO4), filtered and evaporated. The resulting solid was triturated with diethyl ether to give the title compound (6.4 g) as a white solid. As a reaction SMILES: [CH2:1]([O:8][C:9]1[CH:10]=[C:11]2[C:16](=[CH:17][CH:18]=1)[N:15]=[C:14]([CH3:19])[CH:13]=[C:12]2O)[C:2]1[CH:7]=[CH:6][CH:5]=[CH:4][CH:3]=1.C(=O)([O-])[O-].[Na+].[Na+].P(Cl)(Cl)([Cl:29])=O>>[CH2:1]([O:8][C:9]1[CH:10]=[C:11]2[C:16](=[CH:17][CH:18]=1)[N:15]=[C:14]([CH3:19])[CH:13]=[C:12]2[Cl:29])[C:2]1[CH:7]=[CH:6][CH:5]=[CH:4][CH:3]=1 |f:1.2.3|. Reactants: ice water, C([O-])([O-])=O.[Na+].[Na+] (sodium carbonate), C(C1=CC=CC=C1)OC=1C=C2C(=CC(=NC2=CC1)C)O (6-benzyloxy-4-hydroxy-2-methyl-quinoline), P(=O)(Cl)(Cl)Cl (phosphorus oxychloride). Reactants: CCCCc1c(C)cc(C)cc1O, CO, CI, [K+], [OH-], O. The product is CCCCc1c(C)cc(C)cc1OC. As a reaction SMILES: [CH2:1]([CH2:2][CH2:3][CH3:4])[c:5]1[c:6]([OH:13])[cH:7][c:8]([CH3:12])[cH:9][c:10]1[CH3:11].[CH3:14][OH:15].[CH3:18][I:19].[K+:17].[OH-:16].[OH2:20]>>[CH2:1]([CH2:2][CH2:3][CH3:4])[c:5]1[c:6]([O:13][CH3:14])[cH:7][c:8]([CH3:12])[cH:9][c:10]1[CH3:11]. Reactants: NC=1C=C(C=CC1OC)C1(C(NC2=C(C=C(C=C2C1=O)Br)Br)=O)C (3-(3-amino-4-methoxy-phenyl)-6,8-dibromo-3-methyl-1H-quinoline-2,4-dione), B(Br)(Br)Br (BBr3), CCCCCC (n-hexane). The solvent is CCOC(=O)C (EtOAc). The product is NC=1C=C(C=CC1O)C1(C(NC2=C(C=C(C=C2C1=O)Br)Br)=O)C (3-(3-amino-4-hydroxy-phenyl)-6,8-dibromo-3-methyl-1H-quinoline-2,4-dione). Yield: 51.8%. RXN SMILES: [NH2:1][C:2]1[CH:3]=[C:4]([C:10]2([CH3:24])[C:19](=[O:20])[C:18]3[C:13](=[C:14]([Br:22])[CH:15]=[C:16]([Br:21])[CH:17]=3)[NH:12][C:11]2=[O:23])[CH:5]=[CH:6][C:7]=1[O:8]C.B(Br)(Br)Br.CCCCCC>CCOC(C)=O>[NH2:1][C:2]1[CH:3]=[C:4]([C:10]2([CH3:24])[C:19](=[O:20])[C:18]3[C:13](=[C:14]([Br:22])[CH:15]=[C:16]([Br:21])[CH:17]=3)[NH:12][C:11]2=[O:23])[CH:5]=[CH:6][C:7]=1[OH:8]. Procedure details: The objective compound was prepared by the same procedure for the example 13, using a 3-(3-amino-4-methoxy-phenyl)-6,8-dibromo-3-methyl-1H-quinoline-2,4-dione (36 mg, 0.079 mmol) and BBr3(0.4 mL, 1.0 M solution in dichloromethane). After normal workup, the pure objective compound (18 mg, 52%) was obtained as pale yellow solid by a flash column chromatography (n-hexane:EtOAc=3:1): 1H NMR (200 MHz, CDCl3) δ 1.64 (s, 3H, CH3), 4.85 (br s, 3H, NH2 & OH), 6.41 (d, J=2.4 Hz, 1H, ArH), 6.37 (dd, J=8.6,... Starting materials: ClC=1C=C(C=CC1)C#CC=1C(=CC(=C(C1)[C@]1(NC(COC(C1(F)F)(C)C)=O)C)F)F ((R)-5-[5-(3-chloro-phenylethynyl)-2,4-difluoro-phenyl]-6,6-difluoro-5,7,7-trimethyl-[1,4]oxazepan-3-one), COC=1C=CC(=CC1)P2(=S)SP(=S)(S2)C=3C=CC(=CC3)OC (Lawesson's reagent). Solvent: O1CCOCC1 (1,4-dioxane). Product: ClC=1C=C(C=CC1)C#CC=1C(=CC(=C(C1)[C@]1(NC(COC(C1(F)F)(C)C)=S)C)F)F ((R)-5-[5-(3-chloro-phenylethynyl)-2,4-difluoro-phenyl]-6,6-difluoro-5,7,7-trimethyl-[1,4]oxazepan-3-thione). Isolated yield 83.1%. RXN SMILES: [Cl:1][C:2]1[CH:3]=[C:4]([C:8]#[C:9][C:10]2[C:11]([F:30])=[CH:12][C:13]([F:29])=[C:14]([C@:16]3([CH3:28])[C:22]([F:24])([F:23])[C:21]([CH3:26])([CH3:25])[O:20][CH2:19][C:18](=O)[NH:17]3)[CH:15]=2)[CH:5]=[CH:6][CH:7]=1.COC1C=CC(P2(SP(C3C=CC(OC)=CC=3)(=S)S2)=[S:40])=CC=1>O1CCOCC1>[Cl:1][C:2]1[CH:3]=[C:4]([C:8]#[C:9][C:10]2[C:11]([F:30])=[CH:12][C:13]([F:29])=[C:14]([C@:16]3([CH3:28])[C:22]([F:24])([F:23])[C:21]([CH3:26])([CH3:25])[O:20][CH2:19][C:18](=[S:40])[NH:17]3)[CH:15]=2)[CH:5]=[CH:6][CH:7]=1. Procedure: The reaction of (R)-5-[5-(3-chloro-phenylethynyl)-2,4-difluoro-phenyl]-6,6-difluoro-5,7,7-trimethyl-[1,4]oxazepan-3-one (622 mg, 1.14 mmol) with Lawesson's reagent (572 mg, 1.41 mmol) in 1,4-dioxane (40 ml) yielded the (R)-5-[5-(3-chloro-phenylethynyl)-2,4-difluoro-phenyl]-6,6-difluoro-5,7,7-trimethyl-[1,4]oxazepan-3-thione (432 mg, 67% yield) as a light brown gum.